Dataset: the Open Reaction Database (ORD), a public repository of structured organic reaction records. Task: describe an organic reaction: reactants, conditions, products, and yield Reactants: FC(C1=NNC=C1)(F)F (3-trifluoromethyl-1H-pyrazole), [N+](=O)([O-])[O-].[NH4+].[Ce].[Ce] (dicerium ammonium nitrate), ClN1C(CCC1=O)=O (N-chlorosuccinimide). Solvent: C(C)#N (acetonitrile). The product is ClC=1C(=NNC1)C(F)(F)F (4-chloro-3-trifluoromethyl-1H-pyrazole). Isolated yield 143.6%. Reaction SMILES: [F:1][C:2]([F:9])([F:8])[C:3]1[CH:7]=[CH:6][NH:5][N:4]=1.[N+]([O-])([O-])=O.[NH4+].[Ce].[Ce].[Cl:17]N1C(=O)CCC1=O>C(#N)C>[Cl:17][C:7]1[C:3]([C:2]([F:9])([F:8])[F:1])=[N:4][NH:5][CH:6]=1 |f:1.2.3.4|. Procedure details: An acetonitrile solution (20 ml) of 3-trifluoromethyl-1H-pyrazole (0.5 g), dicerium ammonium nitrate (1.0 g) and N-chlorosuccinimide (0.7 g) was refluxed for 3 hours. After cooling, the reaction solution was washed with saturated aqueous solution of sodium thiosulfate and saturated aqueous solution of sodium chloride. After drying an organic layer with magnesium sulfate, the solvent was distilled off under the reduced pressure to obtain 4-chloro-3-trifluoromethyl-1H-pyrazole (0.9 g).